Dataset: the Open Reaction Database (ORD), a public repository of structured organic reaction records. Task: describe an organic reaction: reactants, conditions, products, and yield Starting materials: [Li+].[OH-] (LiOH), C(#N)C=1C=C(COC2=CC=3C4=C(NC3C=C2)C(CC4)CC(=O)OCC)C=CC1OC(C)C (Ethyl 2-(7-(3-cyano-4-isopropoxybenzyloxy)-1,2,3,4-tetrahydrocyclopenta[b]indol-3-yl)acetate), Cl (HCl). The solvent is O1CCOCC1 (dioxane). Conditions: time 6 hour. Product: C(#N)C=1C=C(COC2=CC=3C4=C(NC3C=C2)C(CC4)CC(=O)O)C=CC1OC(C)C (2-(7-(3-Cyano-4-isopropoxybenzyloxy)-1,2,3,4-tetrahydrocyclopenta[b]indol-3-yl)acetic Acid). Yield: 99.7%. RXN SMILES: [C:1]([C:3]1[CH:4]=[C:5]([CH:26]=[CH:27][C:28]=1[O:29][CH:30]([CH3:32])[CH3:31])[CH2:6][O:7][C:8]1[CH:16]=[CH:15][C:14]2[NH:13][C:12]3[CH:17]([CH2:20][C:21]([O:23]CC)=[O:22])[CH2:18][CH2:19][C:11]=3[C:10]=2[CH:9]=1)#[N:2].[Li+].[OH-].Cl>O1CCOCC1>[C:1]([C:3]1[CH:4]=[C:5]([CH:26]=[CH:27][C:28]=1[O:29][CH:30]([CH3:32])[CH3:31])[CH2:6][O:7][C:8]1[CH:16]=[CH:15][C:14]2[NH:13][C:12]3[CH:17]([CH2:20][C:21]([OH:23])=[O:22])[CH2:18][CH2:19][C:11]=3[C:10]=2[CH:9]=1)#[N:2] |f:1.2|. Procedure details: Ethyl 2-(7-(3-cyano-4-isopropoxybenzyloxy)-1,2,3,4-tetrahydrocyclopenta[b]indol-3-yl)acetate (1.32 g, 3.05 mmol) was dissolved in dioxane (34 mL) and 1.0 M aqueous LiOH (9.16 mL, 9.16 mmol) was added. The reaction was stirred at room temperature for 6 h and then warmed to 35° C. and stirred for one additional hour. After cooling to room temperature, the reaction was acidified to pH 3 with 1.0 M HCl and partitioned between water and ethyl acetate. The organics were removed and the aqueous layer w... The reactants are C1CCC(N2CCNCC2)CC1, O=C(Cl)C1CC1c1ccccc1. Product: O=C(C1CC1c1ccccc1)N1CCN(C2CCCCC2)CC1. As a reaction SMILES: [CH:13]1([N:19]2[CH2:20][CH2:21][NH:22][CH2:23][CH2:24]2)[CH2:14][CH2:15][CH2:16][CH2:17][CH2:18]1.[c:1]1([CH:7]2[CH:8]([C:10](=[O:11])[Cl:12])[CH2:9]2)[cH:2][cH:3][cH:4][cH:5][cH:6]1>>[c:1]1([CH:7]2[CH:8]([C:10](=[O:11])[N:22]3[CH2:21][CH2:20][N:19]([CH:13]4[CH2:14][CH2:15][CH2:16][CH2:17][CH2:18]4)[CH2:24][CH2:23]3)[CH2:9]2)[cH:2][cH:3][cH:4][cH:5][cH:6]1. Reactants: ClC=1N=NC=C(N1)Cl (3,5-dichloro-1,2,4-triazine), C([O-])(O)=O.[Na+] (sodium bicarbonate), Cl.NC(C(=O)NCC(F)(F)F)(C)C (2-amino-2-methyl-N-(2,2,2-trifluoroethyl) propanamide hydrochloride), C(C)(C)N(CC)C(C)C (diisopropylethylamine). Solvent: ClCCl (dichloromethane), O1CCOCC1 (Dioxane), ClCCl (Dichloromethane). Run at time 2 hour. Product: ClC=1N=NC=C(N1)NC(C(=O)NCC(F)(F)F)(C)C (2-[(3-chloro-1,2,4-triazin-5-yl)amino]-2-methyl-N-(2,2,2-trifluoroethyl) propanamide). As a reaction SMILES: [Cl:1][C:2]1[N:3]=[N:4][CH:5]=[C:6](Cl)[N:7]=1.Cl.[NH2:10][C:11]([CH3:21])([CH3:20])[C:12]([NH:14][CH2:15][C:16]([F:19])([F:18])[F:17])=[O:13].C(N(C(C)C)CC)(C)C.C(=O)(O)[O-].[Na+]>ClCCl.O1CCOCC1>[Cl:1][C:2]1[N:3]=[N:4][CH:5]=[C:6]([NH:10][C:11]([CH3:21])([CH3:20])[C:12]([NH:14][CH2:15][C:16]([F:17])([F:18])[F:19])=[O:13])[N:7]=1 |f:1.2,4.5|. Reported procedure: To a Dioxane (12.0 ml) solution of 3,5-dichloro-1,2,4-triazine I-15a (846 mg, 5.64 mmol) was added 2-amino-2-methyl-N-(2,2,2-trifluoroethyl) propanamide hydrochloride (1,242 mg, 5.64 mmol) followed by diisopropylethylamine (2.96 ml, 16.92 mmol). Dichloromethane (2 mL) was added and the reaction stirred for 2 hours at room temp. The reaction was diluted with dichloromethane and poured into saturated sodium bicarbonate. A precipitate formed. The solid was filtered washed with dichloromethane and t... Starting materials: CS(=O)(=O)OC1=CC=C(OCCCC2=CC=C(OCC3=C(C(=O)OC)C=CC=C3)C=C2)C=C1 (Methyl 2-{[4-(3-{4-[(methylsulfonyl)oxy]phenoxy}propyl)phenoxy]methyl}benzoate), [OH-].[Li+] (lithium hydroxide), Cl (HCl). Solvent: C1CCOC1.O (THF water). Yields the product OC1=CC=C(OCCCC2=CC=C(OCC3=C(C(=O)O)C=CC=C3)C=C2)C=C1 (2-({4-[3-(4-hydroxyphenoxy)propyl]phenoxy}methyl)benzoic acid). The yield is 20.6%. As a reaction SMILES: CS([O:5][C:6]1[CH:33]=[CH:32][C:9]([O:10][CH2:11][CH2:12][CH2:13][C:14]2[CH:31]=[CH:30][C:17]([O:18][CH2:19][C:20]3[CH:29]=[CH:28][CH:27]=[CH:26][C:21]=3[C:22]([O:24]C)=[O:23])=[CH:16][CH:15]=2)=[CH:8][CH:7]=1)(=O)=O.[OH-].[Li+].Cl>C1COCC1.O>[OH:5][C:6]1[CH:7]=[CH:8][C:9]([O:10][CH2:11][CH2:12][CH2:13][C:14]2[CH:31]=[CH:30][C:17]([O:18][CH2:19][C:20]3[CH:29]=[CH:28][CH:27]=[CH:26][C:21]=3[C:22]([OH:24])=[O:23])=[CH:16][CH:15]=2)=[CH:32][CH:33]=1 |f:1.2,4.5|. Reported procedure: Methyl 2-{[4-(3-{4-[(methylsulfonyl)oxy]phenoxy}propyl)phenoxy]methyl}benzoate (0.38 g, 0.81 mmol) was dissolved in a mixture of THF/water (7/1, 4 ml) and lithium hydroxide (9.3 mg, 0.39 mmol) was added. The reaction was performed in a single node microwave oven (7 min, 150° C.). The reaction mixture was acidified (HCl, 1 M, 1 ml) and the water phase was washed with two portions of EtOAc (2×5 ml). The organic phases were combined, dried (MgSO4) and the solvent was removed by evaporation the crud... The reactants are FC(C(CO)(O)C1=CC(=C(C=C1)OCC)F)(F)F (1,1,1-Trifluoro-2-(3-fluoro-4-ethoxyphenyl)propan-2,3-diol), [OH-].[Na+] (sodium hydroxide), Example 8 ( ii ), O(C1=CC=CC=C1)C=1C=C(CBr)C=CC1 (3-phenoxybenzyl bromide). The reagents and catalysts are S(=O)(=O)(O)[O-].C(CCC)[N+](CCCC)(CCCC)CCCC (tetra-n-butylammonium hydrogen sulphate). Run in ClCCl (dichloromethane). Reaction conditions: time 2 hour. Yields the product FC(C(COCC1=CC(=CC=C1)OC1=CC=CC=C1)(O)C1=CC(=C(C=C1)OCC)F)(F)F (1,1,1-trifluoro-2-(3-fluoro-4-ethoxyphenyl)-3-(3-phenoxybenzyloxy)propan-2-ol). Yield: 100.4%. As a reaction SMILES: [F:1][C:2]([F:18])([F:17])[C:3]([C:7]1[CH:12]=[CH:11][C:10]([O:13][CH2:14][CH3:15])=[C:9]([F:16])[CH:8]=1)([OH:6])[CH2:4][OH:5].[O:19]([C:26]1[CH:27]=[C:28]([CH:31]=[CH:32][CH:33]=1)[CH2:29]Br)[C:20]1[CH:25]=[CH:24][CH:23]=[CH:22][CH:21]=1.[OH-].[Na+]>S([O-])(O)(=O)=O.C([N+](CCCC)(CCCC)CCCC)CCC.ClCCl>[F:18][C:2]([F:1])([F:17])[C:3]([C:7]1[CH:12]=[CH:11][C:10]([O:13][CH2:14][CH3:15])=[C:9]([F:16])[CH:8]=1)([OH:6])[CH2:4][O:5][CH2:29][C:28]1[CH:31]=[CH:32][CH:33]=[C:26]([O:19][C:20]2[CH:25]=[CH:24][CH:23]=[CH:22][CH:21]=2)[CH:27]=1 |f:2.3,4.5|. Reported procedure: 1,1,1-Trifluoro-2-(3-fluoro-4-ethoxyphenyl)propan-2,3-diol (0.4 g), prepared as described in Example 8 (ii), 3-phenoxybenzyl bromide (0.39 g), 40% sodium hydroxide solution (5 cm3), dichloromethane (5 cm3) and tetra-n-butylammonium hydrogen sulphate (50 mg) were mixed, and stirred at room temperature under an atmosphere of nitrogen for 41/2 hours. The reaction mixture was partitioned between water and dichloromethane. The organic layer was separated and the aqueous layer washed with dichlorometh... Yields the product COc1cc2c(Cl)c(C#N)cnc2cc1N1CCN(C)CC1. RXN SMILES: [CH3:1][O:2][c:3]1[cH:4][c:5]2[c:6](=[O:22])[c:7]([C:20]#[N:21])[cH:8][nH:9][c:10]2[cH:11][c:12]1[N:13]1[CH2:14][CH2:15][N:16]([CH3:19])[CH2:17][CH2:18]1.[CH3:23][c:24]1[cH:25][cH:26][cH:27][cH:28][cH:29]1.[P:30]([Cl:31])([Cl:32])([Cl:33])=[O:34]>>[CH3:1][O:2][c:3]1[cH:4][c:5]2[c:6]([Cl:32])[c:7]([C:20]#[N:21])[cH:8][n:9][c:10]2[cH:11][c:12]1[N:13]1[CH2:14][CH2:15][N:16]([CH3:19])[CH2:17][CH2:18]1. Starting materials: COc1cc2c(=O)c(C#N)c[nH]c2cc1N1CCN(C)CC1, Cc1ccccc1, O=P(Cl)(Cl)Cl. The reactants are CN(C)C1(c2ccc(F)cc2)CCC(=CC(=O)NCCCc2ccccc2)CC1, CO, Cl. The product is CN(C)C1(c2ccc(F)cc2)CCC(CC(=O)NCCCc2ccccc2)CC1. RXN SMILES: [CH3:2][N:3]([C:4]1([c:23]2[cH:24][cH:25][c:26]([F:29])[cH:27][cH:28]2)[CH2:5][CH2:6][C:7](=[CH:10][C:11](=[O:12])[NH:13][CH2:14][CH2:15][CH2:16][c:17]2[cH:18][cH:19][cH:20][cH:21][cH:22]2)[CH2:8][CH2:9]1)[CH3:30].[CH3:31][OH:32].[ClH:1]>>[CH3:2][N:3]([C:4]1([c:23]2[cH:24][cH:25][c:26]([F:29])[cH:27][cH:28]2)[CH2:5][CH2:6][CH:7]([CH2:10][C:11](=[O:12])[NH:13][CH2:14][CH2:15][CH2:16][c:17]2[cH:18][cH:19][cH:20][cH:21][cH:22]2)[CH2:8][CH2:9]1)[CH3:30].